From a dataset of the Open Reaction Database (ORD), a public repository of structured organic reaction records. describe an organic reaction: reactants, conditions, products, and yield As a reaction SMILES: [Br:1][c:2]1[cH:3][c:4]([N+:10]([O-:11])=[O:12])[c:5]([C:8]#[N:9])[n:6][cH:7]1.[C:40]([O:41][CH2:42][CH3:43])(=[O:44])[CH3:45].[CH2:13]([CH3:14])[n:15]1[n:16][cH:17][cH:18][c:19]1[OH:20].[CH3:27][C:28]#[N:29].[CH3:30][CH2:31][CH2:32][CH2:33][CH2:34][CH3:35].[CH:36]([Cl:37])([Cl:38])[Cl:39].[Na+:21].[Na+:22].[O-:23][C:24](=[O:25])[O-:26]>>[Br:1][c:2]1[cH:3][c:4]([O:20][c:19]2[n:15]([CH2:13][CH3:14])[n:16][cH:17][cH:18]2)[c:5]([C:8]#[N:9])[n:6][cH:7]1. Product: CCn1nccc1Oc1cc(Br)cnc1C#N. Starting materials: N#Cc1ncc(Br)cc1[N+](=O)[O-], CCOC(C)=O, CCn1nccc1O, CC#N, CCCCCC, ClC(Cl)Cl, [Na+], [Na+], O=C([O-])[O-]. The reactants are O=[Cr](=O)([O-])Cl, O=C(O)CCCOc1ccc(CO)cc1[N+](=O)[O-], c1cc[nH+]cc1. The product is O=Cc1ccc(OCCCC(=O)O)c([N+](=O)[O-])c1. RXN SMILES: [O:19]=[Cr:20]([Cl:21])([O-:22])=[O:23].[OH:1][CH2:2][c:3]1[cH:4][c:5]([N+:16](=[O:17])[O-:18])[c:6]([O:7][CH2:8][CH2:9][CH2:10][C:11](=[O:12])[OH:13])[cH:14][cH:15]1.[nH+:24]1[cH:25][cH:26][cH:27][cH:28][cH:29]1>>[O:1]=[CH:2][c:3]1[cH:4][c:5]([N+:16](=[O:17])[O-:18])[c:6]([O:7][CH2:8][CH2:9][CH2:10][C:11](=[O:12])[OH:13])[cH:14][cH:15]1. Reactants: CCCCc1nc2c(Oc3ccccc3)nc(C)c(C)c2n1CCCCNC(=O)c1ccc(C(OCCN(C)C)c2ccccc2)cc1, CC(=O)[O-], [NH4+], [Na+], [OH-], O. Product: CCCCc1nc2c(N)nc(C)c(C)c2n1CCCCNC(=O)c1ccc(C(OCCN(C)C)c2ccccc2)cc1. As a reaction SMILES: [CH2:1]([CH2:2][CH2:3][CH3:4])[c:5]1[n:6]([CH2:23][CH2:24][CH2:25][CH2:26][NH:27][C:28]([c:29]2[cH:30][cH:31][c:32]([CH:35]([c:36]3[cH:37][cH:38][cH:39][cH:40][cH:41]3)[O:42][CH2:43][CH2:44][N:45]([CH3:46])[CH3:47])[cH:33][cH:34]2)=[O:48])[c:7]2[c:8]([c:9]([O:15][c:16]3[cH:17][cH:18][cH:19][cH:20][cH:21]3)[n:10][c:11]([CH3:14])[c:12]2[CH3:13])[n:22]1.[CH3:50][C:51](=[O:52])[O-:53].[NH4+:49].[Na+:55].[OH-:54].[OH2:56]>>[CH2:1]([CH2:2][CH2:3][CH3:4])[c:5]1[n:6]([CH2:23][CH2:24][CH2:25][CH2:26][NH:27][C:28]([c:29]2[cH:30][cH:31][c:32]([CH:35]([c:36]3[cH:37][cH:38][cH:39][cH:40][cH:41]3)[O:42][CH2:43][CH2:44][N:45]([CH3:46])[CH3:47])[cH:33][cH:34]2)=[O:48])[c:7]2[c:8]([c:9]([NH2:49])[n:10][c:11]([CH3:14])[c:12]2[CH3:13])[n:22]1.